Dataset: the Open Reaction Database (ORD), a public repository of structured organic reaction records. Task: describe an organic reaction: reactants, conditions, products, and yield Reactants: [Br-], C1CCOC1, C[Mg+], O=C(Cl)c1cnc(Cl)nc1C(F)(F)F. Product: CC(=O)c1cnc(Cl)nc1C(F)(F)F. RXN SMILES: [Br-:15].[CH2:18]1[O:19][CH2:20][CH2:21][CH2:22]1.[CH3:16][Mg+:17].[Cl:1][c:2]1[n:3][cH:4][c:5]([C:12](=[O:13])[Cl:14])[c:6]([C:8]([F:9])([F:10])[F:11])[n:7]1>>[Cl:1][c:2]1[n:3][cH:4][c:5]([C:12](=[O:13])[CH3:16])[c:6]([C:8]([F:9])([F:10])[F:11])[n:7]1. The reactants are C(#N)C1=C2CCC(C2=CC=C1)=O (4-cyano-2,3-dihydro-1H-inden-1-one), Cl.NO (hydroxylamine hydrochloride). Solvent: C(C)O (ethanol). Reaction conditions: temperature 80 celsius, time 1.5 hour. Yields the product C(#N)C1=C2CCC(C2=CC=C1)=NO (4-cyano-2,3-dihydro-1H-inden-1-one oxime). Reaction SMILES: [C:1]([C:3]1[CH:11]=[CH:10][CH:9]=[C:8]2[C:4]=1[CH2:5][CH2:6][C:7]2=O)#[N:2].Cl.[NH2:14][OH:15]>C(O)C>[C:1]([C:3]1[CH:11]=[CH:10][CH:9]=[C:8]2[C:4]=1[CH2:5][CH2:6][C:7]2=[N:14][OH:15])#[N:2] |f:1.2|. Reported procedure: A mixture of 157 mg (1.0 mmol) of 4-cyano-2,3-dihydro-1H-inden-1-one [Coll. Czechoslov. Chem. Commun. 43, 3227 (1978)] and 139 mg (2.0 mmol) of hydroxylamine hydrochloride in 4 ml of ethanol is stirred at 80° C. for 1.5 hours and cooled in an ice-water bath. The product that has crystallized out is filtered off with suction, washed with cold ethanol and diethyl ether and dried. In that manner there is obtained the intermediate 4-cyano-2,3-dihydro-1H-inden-1-one oxime, which melts at 200°-202° C.... The reactants are COC1=C(C=CC(=C1)OC)S(=O)(=O)Cl (2,4-Dimethoxyphenylsulfonyl chloride), NC=1C=C(C=NC1Cl)C1=C(N=C(S1)NC(C)=O)C (N-[5-(5-amino-6-chloropyridin-3-yl)-4-methyl-1,3-thiazol-2-yl]acetamide), resultant solution. The solvent is N1=CC=CC=C1 (pyridine). Product: ClC1=C(C=C(C=N1)C1=C(N=C(S1)NC(C)=O)C)NS(=O)(=O)C1=C(C=C(C=C1)OC)OC (N-{5-[6-Chloro-5-(2,4-dimethoxyphenylsulfonylamino)pyridin-3-yl]-4-methyl-1,3-thiazol-2-yl}acetamide). Isolated yield 27.3%. RXN SMILES: [CH3:1][O:2][C:3]1[CH:8]=[C:7]([O:9][CH3:10])[CH:6]=[CH:5][C:4]=1[S:11](Cl)(=[O:13])=[O:12].[NH2:15][C:16]1[CH:17]=[C:18]([C:23]2[S:27][C:26]([NH:28][C:29](=[O:31])[CH3:30])=[N:25][C:24]=2[CH3:32])[CH:19]=[N:20][C:21]=1[Cl:22]>N1C=CC=CC=1>[Cl:22][C:21]1[N:20]=[CH:19][C:18]([C:23]2[S:27][C:26]([NH:28][C:29](=[O:31])[CH3:30])=[N:25][C:24]=2[CH3:32])=[CH:17][C:16]=1[NH:15][S:11]([C:4]1[CH:5]=[CH:6][C:7]([O:9][CH3:10])=[CH:8][C:3]=1[O:2][CH3:1])(=[O:13])=[O:12]. Procedure: 2,4-Dimethoxyphenylsulfonyl chloride (J. Med. Chem., 1977, 20, 1235; 376 mg) was added to a stirred solution of N-[5-(5-amino-6-chloropyridin-3-yl)-4-methyl-1,3-thiazol-2-yl]acetamide (150 mg) in pyridine (1.5 mL) and the resultant solution was heated at 50° C. for 16 hours. The mixture was cooled to room temperature and concentrated by evaporation. The residue was purified by preparative HPLC on Kromasil C18 reversed-phase silica using a solvent gradient of 10% to 100% acetonitrile in water (co... Starting materials: C(C)(C)(C)C=1C=C(C=C(C1O)C(C)(C)C)C1=NNC2=NC=CC=C21 (3-(3,5-di-tertiary butyl-4-hydroxyphenyl)-1H-pyrazolo[3,4-b]pyridine), C(CC)Br (propyl bromide). Yields the product C(C)(C)(C)C=1C=C(C=C(C1O)C(C)(C)C)C1=NN(C2=NC=CC=C21)CCC (3-(3,5-Di-tertiary butyl-4-hydroxyphenyl)-1-propyl-1H-pyrazolo[3,4-b]pyridine). Reaction SMILES: [C:1]([C:5]1[CH:6]=[C:7]([C:16]2[C:24]3[C:19](=[N:20][CH:21]=[CH:22][CH:23]=3)[NH:18][N:17]=2)[CH:8]=[C:9]([C:12]([CH3:15])([CH3:14])[CH3:13])[C:10]=1[OH:11])([CH3:4])([CH3:3])[CH3:2].[CH2:25](Br)[CH2:26][CH3:27]>>[C:1]([C:5]1[CH:6]=[C:7]([C:16]2[C:24]3[C:19](=[N:20][CH:21]=[CH:22][CH:23]=3)[N:18]([CH2:25][CH2:26][CH3:27])[N:17]=2)[CH:8]=[C:9]([C:12]([CH3:15])([CH3:14])[CH3:13])[C:10]=1[OH:11])([CH3:2])([CH3:3])[CH3:4]. Procedure: 3-(3,5-Di-tertiary butyl-4-hydroxyphenyl)-1-propyl-1H-pyrazolo[3,4-b]pyridine, melting at 97°-98° C. is prepared by reacting the compound of Example 1 with propyl bromide in a similar manner as Example 9, and recrystallizing from hexane. The reactants are CCOC(C)=O, O=C(Cl)Cl, CS(=O)(=O)c1cnc(N)s1. The product is CS(=O)(=O)c1cnc(N=C=O)s1. Reaction SMILES: [CH3:15][CH2:16][O:17][C:18](=[O:19])[CH3:20].[Cl:1][C:2]([Cl:3])=[O:4].[NH2:5][c:6]1[s:7][c:8]([S:11](=[O:12])(=[O:13])[CH3:14])[cH:9][n:10]1>>[C:2](=[O:4])=[N:5][c:6]1[s:7][c:8]([S:11](=[O:12])(=[O:13])[CH3:14])[cH:9][n:10]1. Starting materials: C(#N)C=1C=C(C=CC1S(=O)(=O)CC)NC(CCCC1=CC=C(C=C1)B(O)O)=O (4-(4-(3-cyano-4-(ethylsulfonyl)phenylamino)-4-oxobutyl)phenylboronic acid), C(C1=CC=CC=C1)OC(=O)N[C@H](CC(=O)OCC)C1=CC(=CC=C1)NC(=O)OCCC1=C(C=C(C=C1)Br)C ((R)-ethyl 3-(benzyloxycarbonylamino)-3-(3-((4-bromo-2-methylphenethoxy)carbonylamino)phenyl)propanoate), 5,5′,5′-tetramethyl-[2,2′]bi[[1,3,2]dioxaborinanyl]. The product is C(C1=CC=CC=C1)OC(=O)N[C@H](CC(=O)OCC)C=1C=C(C=CC1)NC(=O)OCCC1=C(C=C(C=C1)B(O)O)C ((R)-4-(2-(3-(1-(benzyloxycarbonylamino)-3-ethoxy-3-oxopropyl)phenylcarbamoyloxy)ethyl)-3-methylphenylboronic acid). The yield is 64.0%. As a reaction SMILES: C(C1C=C(NC(=O)CCCC2C=CC([B:25]([OH:27])[OH:26])=CC=2)C=CC=1S(CC)(=O)=O)#N.[CH2:29]([O:36][C:37]([NH:39][C@@H:40]([C:47]1[CH:52]=[CH:51][CH:50]=[C:49]([NH:53][C:54]([O:56][CH2:57][CH2:58][C:59]2[CH:64]=[CH:63][C:62](Br)=[CH:61][C:60]=2[CH3:66])=[O:55])[CH:48]=1)[CH2:41][C:42]([O:44][CH2:45][CH3:46])=[O:43])=[O:38])[C:30]1[CH:35]=[CH:34][CH:33]=[CH:32][CH:31]=1>>[CH2:29]([O:36][C:37]([NH:39][C@@H:40]([C:47]1[CH:48]=[C:49]([NH:53][C:54]([O:56][CH2:57][CH2:58][C:59]2[CH:64]=[CH:63][C:62]([B:25]([OH:27])[OH:26])=[CH:61][C:60]=2[CH3:66])=[O:55])[CH:50]=[CH:51][CH:52]=1)[CH2:41][C:42]([O:44][CH2:45][CH3:46])=[O:43])=[O:38])[C:30]1[CH:35]=[CH:34][CH:33]=[CH:32][CH:31]=1. Procedure details: Using a procedure analogous to that used to prepare 6D, 39D (1.07 g, 1.84 mmol) was reacted with 5,5′,5′-tetramethyl-[2,2′]bi[[1,3,2]dioxaborinanyl] to give 39E (640 mg, 64%) as a tan foam. 1H NMR (400 MHz, CD3OD) δ ppm 1.14 (t, J=7.15 Hz, 3 H) 2.65-2.86 (m, 2 H) 2.99 (t, J=7.15 Hz, 2 H) 4.05 (q, J=7.15 Hz, 2 H) 4.19-4.35 (m, 2 H) 4.93-5.14 (m, 3 H) 6.98 (d, J=7.70 Hz, 1 H) 7.12-7.33 (m, 8 H) 7.34-7.45 (m, 2 H) 7.45-7.59 (m, 1 H) 9.14 (s, 1 H)